The task is: describe an organic reaction: reactants, conditions, products, and yield. This data is from the Open Reaction Database (ORD), a public repository of structured organic reaction records. Reactants: CCOC(=O)NN, CC(=O)c1ccccc1C, Cc1ccccc1, O, Cc1ccc(S(=O)(=O)O)cc1. Yields the product CCOC(=O)NN=C(C)c1ccccc1C. RXN SMILES: [C:11]([NH:12][NH2:13])(=[O:14])[O:15][CH2:16][CH3:17].[CH3:1][c:2]1[c:3]([C:8]([CH3:9])=[O:10])[cH:4][cH:5][cH:6][cH:7]1.[CH3:30][c:31]1[cH:32][cH:33][cH:34][cH:35][cH:36]1.[OH2:18].[c:19]1([CH3:20])[cH:21][cH:22][c:23]([S:24]([OH:25])(=[O:26])=[O:27])[cH:28][cH:29]1>>[CH3:1][c:2]1[c:3]([C:8]([CH3:9])=[N:13][NH:12][C:11](=[O:14])[O:15][CH2:16][CH3:17])[cH:4][cH:5][cH:6][cH:7]1.